The task is: describe an organic reaction: reactants, conditions, products, and yield. This data is from the Open Reaction Database (ORD), a public repository of structured organic reaction records. Starting materials: FC(F)(F)c1cc(COC2CCNCC2C(c2ccccc2)c2ccccc2)cc(C(F)(F)F)c1, Cl, Cl, O=C(O)Cc1c[nH]cn1. The product is O=C(Cc1c[nH]cn1)N1CCC(OCc2cc(C(F)(F)F)cc(C(F)(F)F)c2)C(C(c2ccccc2)c2ccccc2)C1. Reaction SMILES: [CH:2]([c:3]1[cH:4][cH:5][cH:6][cH:7][cH:8]1)([c:9]1[cH:10][cH:11][cH:12][cH:13][cH:14]1)[CH:15]1[CH2:16][NH:17][CH2:18][CH2:19][CH:20]1[O:21][CH2:22][c:23]1[cH:24][c:25]([C:33]([F:34])([F:35])[F:36])[cH:26][c:27]([C:29]([F:30])([F:31])[F:32])[cH:28]1.[ClH:1].[ClH:37].[nH:38]1[cH:39][n:40][c:41]([CH2:43][C:44](=[O:45])[OH:46])[cH:42]1>>[CH:2]([c:3]1[cH:4][cH:5][cH:6][cH:7][cH:8]1)([c:9]1[cH:10][cH:11][cH:12][cH:13][cH:14]1)[CH:15]1[CH2:16][N:17]([C:44]([CH2:43][c:41]2[n:40][cH:39][nH:38][cH:42]2)=[O:45])[CH2:18][CH2:19][CH:20]1[O:21][CH2:22][c:23]1[cH:24][c:25]([C:33]([F:34])([F:35])[F:36])[cH:26][c:27]([C:29]([F:30])([F:31])[F:32])[cH:28]1. Starting materials: [H-].[Na+] (NaH), O (water), liquid, COC1=NC(=NC(=C1)OC)OC=1C=CC=C(C1C(=O)OCC[Si](C)(C)C)O (trimethylsilylethyl 6-(4,6-dimethoxypyrimidin-2-yl)oxysalicylate), ClC1=NC(=NC(=C1)OC)S(=O)(=O)C (4-chloro-6-methoxy-2-methylsulfonylpyrimidine). Product: ClC1=NC(=NC(=C1)OC)OC1=C(C(=O)OCC[Si](C)(C)C)C(=CC=C1)OC1=NC(=CC(=N1)OC)OC (trimethylsilylethyl 2-(4-chloro-6-methoxypyrimidin-2-yl)oxy-6-(4,6-dimethoxypyrimidin-2-yl)oxybenzoate). RXN SMILES: [H-].[Na+].[CH3:3][O:4][C:5]1[CH:10]=[C:9]([O:11][CH3:12])[N:8]=[C:7]([O:13][C:14]2[CH:15]=[CH:16][CH:17]=[C:18]([OH:29])[C:19]=2[C:20]([O:22][CH2:23][CH2:24][Si:25]([CH3:28])([CH3:27])[CH3:26])=[O:21])[N:6]=1.[Cl:30][C:31]1[CH:36]=[C:35]([O:37][CH3:38])[N:34]=[C:33](S(C)(=O)=O)[N:32]=1.O>C1COCC1>[Cl:30][C:31]1[CH:36]=[C:35]([O:37][CH3:38])[N:34]=[C:33]([O:29][C:18]2[CH:17]=[CH:16][CH:15]=[C:14]([O:13][C:7]3[N:6]=[C:5]([O:4][CH3:3])[CH:10]=[C:9]([O:11][CH3:12])[N:8]=3)[C:19]=2[C:20]([O:22][CH2:23][CH2:24][Si:25]([CH3:27])([CH3:26])[CH3:28])=[O:21])[N:32]=1 |f:0.1|. Procedure: NaH (0.4 g, purity: 60%) was suspended in 50 ml of THF. To this suspension, trimethylsilylethyl 6-(4,6-dimethoxypyrimidin-2-yl)oxysalicylate (3.0 g) was added, and the mixture was stirred at room temperature for 30 minutes. To this mixture, 4-chloro-6-methoxy-2-methylsulfonylpyrimidine (1.8 g) was added, and the mixture was stirred at room temperature for further 12 hours. After completion of the reaction, water was added thereto, and the mixture was extracted with ethyl ether. The ethyl ether l... Conditions: time 30 minute. Solvent: C1CCOC1 (THF). Starting materials: BrC=1C(=C(OC=2C(=C(N)C=CC2Cl)[N+](=O)[O-])C=C(C1)Cl)Cl (3-(3-bromo-2,5-dichlorophenoxy)-4-chloro-2-nitroaniline), O.O.[Sn](Cl)Cl (tin(II) chloride dihydrate), N#N (N2). Solvent: CO (MeOH). Run at temperature 75 celsius, time 11 hour. Product: BrC=1C(=C(OC2=C(C(=CC=C2Cl)N)N)C=C(C1)Cl)Cl (3-(3-bromo-2,5-dichlorophenoxy)-4-chlorobenzene-1,2-diamine). Reaction SMILES: [Br:1][C:2]1[C:3]([Cl:21])=[C:4]([CH:17]=[C:18]([Cl:20])[CH:19]=1)[O:5][C:6]1[C:7]([N+:14]([O-])=O)=[C:8]([CH:10]=[CH:11][C:12]=1[Cl:13])[NH2:9].O.O.[Sn](Cl)Cl.N#N>CO>[Br:1][C:2]1[C:3]([Cl:21])=[C:4]([CH:17]=[C:18]([Cl:20])[CH:19]=1)[O:5][C:6]1[C:12]([Cl:13])=[CH:11][CH:10]=[C:8]([NH2:9])[C:7]=1[NH2:14] |f:1.2.3|. Procedure: 3-(3-bromo-2,5-dichlorophenoxy)-4-chloro-2-nitroaniline (2.68 g, 6.50 mmol) and tin(II) chloride dihydrate (7.33 g, 32.5 mmol) were suspended in MeOH (50 mL) and heated to 75° C. under a reflux condenser and N2. After 11 hours, the reaction mixture was allowed to cool to room temperature, and concentrated under reduced pressure. The resulting residue was diluted with ethyl acetate (150 mL), after which 10% aqueous sodium carbonate (250 mL) was added with vigorous stirring until the pH was 10. Th... Starting materials: BrC=1C=C2/C(/CN=CC2=CC1)=C/NCC1=CC(=C(C=C1)OC(F)F)O ((4Z)-6-Bromo-4-{[(4-difluoromethoxy-3-hydroxybenzyl)amino)methylene}isoquinoline), O1C=C(C=C1)B(O)O (3-furanboronic acid), C(=O)([O-])[O-].[Na+].[Na+] (Na2CO3), CN(C=O)C (N,N-dimethylformamide). The reagents and catalysts are C=1C=CC(=CC1)[P](C=2C=CC=CC2)(C=3C=CC=CC3)[Pd]([P](C=4C=CC=CC4)(C=5C=CC=CC5)C=6C=CC=CC6)([P](C=7C=CC=CC7)(C=8C=CC=CC8)C=9C=CC=CC9)[P](C=1C=CC=CC1)(C=1C=CC=CC1)C=1C=CC=CC1 (tetrakis(triphenylphosphine)palladium(0)). Run at time 8 hour. The product is FC(OC1=C(C=C(CN\C=C\2/C(NC(C3=CC=C(C=C23)C2=COC=C2)=O)=O)C=C1)O)F ((4Z)-4-({[4-(Difluoromethoxy)-3-hydroxybenzyl]amino}methylene)-6-(3-furyl)isoquinoline-1,3(2H,4H)-dione). Yield: 48.6%. Reaction SMILES: Br[C:2]1[CH:3]=[C:4]2[C:9](=[CH:10][CH:11]=1)C=NC/[C:5]/2=[CH:12]\[NH:13][CH2:14][C:15]1[CH:20]=[CH:19][C:18]([O:21][CH:22]([F:24])[F:23])=[C:17]([OH:25])[CH:16]=1.[O:26]1[CH:30]=[CH:29][C:28](B(O)O)=[CH:27]1.C([O-])([O-])=[O:35].[Na+].[Na+].C[N:41]([CH3:44])[CH:42]=[O:43]>C1C=CC([P]([Pd]([P](C2C=CC=CC=2)(C2C=CC=CC=2)C2C=CC=CC=2)([P](C2C=CC=CC=2)(C2C=CC=CC=2)C2C=CC=CC=2)[P](C2C=CC=CC=2)(C2C=CC=CC=2)C2C=CC=CC=2)(C2C=CC=CC=2)C2C=CC=CC=2)=CC=1>[F:23][CH:22]([F:24])[O:21][C:18]1[CH:19]=[CH:20][C:15]([CH2:14][NH:13]/[CH:12]=[C:5]2\[C:44](=[O:35])[NH:41][C:42](=[O:43])[C:3]3[C:4]\2=[CH:9][C:10]([C:28]2[CH:29]=[CH:30][O:26][CH:27]=2)=[CH:11][CH:2]=3)=[CH:16][C:17]=1[OH:25] |f:2.3.4,^1:48,50,69,88|. Procedure: A mixture of example 180 (155.4 mg, 0.354 mmol), 3-furanboronic acid (47.51 mg, 0.425 mmol), tetrakis(triphenylphosphine)palladium(0) (40.46 mg, 0.035 mmol) and Na2CO3 (75.05 mg, 0.708 mmol) in 3 mL 80% N,N-dimethylformamide (DMF)/H2O is reacted in microwave at 150° C. for 6 minutes. The reaction mixture is partitioned in ethyl acetate/water. The aqueous layer is separated and extracted 2 times with ethyl acetate. The combined organic extracts were evaporated in vacuo. The resulting residue is t... The reactants are Cc1nc(Br)n(COCc2ccccc2)c1Sc1ccccc1, COCCOCCOC, C[O-], CO, [Na+]. Yields the product Cc1nc(O)n(COCc2ccccc2)c1Sc1ccccc1. As a reaction SMILES: [CH2:1]([c:2]1[cH:3][cH:4][cH:5][cH:6][cH:7]1)[O:8][CH2:9][n:10]1[c:11]([Br:23])[n:12][c:13]([CH3:22])[c:14]1[S:15][c:16]1[cH:17][cH:18][cH:19][cH:20][cH:21]1.[CH3:24][O:25][CH2:26][CH2:27][O:28][CH2:29][CH2:30][O:31][CH3:32].[CH3:33][O-:34].[CH3:36][OH:37].[Na+:35]>>[CH2:1]([c:2]1[cH:3][cH:4][cH:5][cH:6][cH:7]1)[O:8][CH2:9][n:10]1[c:11]([OH:25])[n:12][c:13]([CH3:22])[c:14]1[S:15][c:16]1[cH:17][cH:18][cH:19][cH:20][cH:21]1.